This data is from the Open Reaction Database (ORD), a public repository of structured organic reaction records. The task is: describe an organic reaction: reactants, conditions, products, and yield Reactants: Cc1cc([N+](=O)[O-])ccc1N=C1NC(CC(C)C)CS1, BrCC1CC1. Yields the product Cc1cc([N+](=O)[O-])ccc1N=C1SCC(CC(C)C)N1CC1CC1. As a reaction SMILES: [CH3:1][c:2]1[c:3]([N:11]=[C:12]2[S:13][CH2:14][CH:15]([CH2:17][CH:18]([CH3:19])[CH3:20])[NH:16]2)[cH:4][cH:5][c:6]([N+:8](=[O:9])[O-:10])[cH:7]1.[CH:21]1([CH2:24][Br:25])[CH2:22][CH2:23]1>>[CH3:1][c:2]1[c:3]([N:11]=[C:12]2[S:13][CH2:14][CH:15]([CH2:17][CH:18]([CH3:19])[CH3:20])[N:16]2[CH2:24][CH:21]2[CH2:22][CH2:23]2)[cH:4][cH:5][c:6]([N+:8](=[O:9])[O-:10])[cH:7]1. Reactants: CC1(C)C2CCC1(CS(=O)(=O)O)C(=O)C2, COCCN1CCc2cc(N)c(OC)cc2CC1, CC(C)O, CN(C1CCCCC1Nc1nc(Cl)ncc1Cl)S(C)(=O)=O. Yields the product COCCN1CCc2cc(Nc3ncc(Cl)c(NC4CCCCC4N(C)S(C)(=O)=O)n3)c(OC)cc2CC1. As a reaction SMILES: [C:40]12([CH2:41][S:42]([OH:43])(=[O:44])=[O:45])[C:46]([CH3:47])([CH3:48])[CH:49]([CH2:50][CH2:51]1)[CH2:52][C:53]2=[O:54].[CH3:22][O:23][c:24]1[c:25]([NH2:39])[cH:26][c:27]2[c:28]([cH:38]1)[CH2:29][CH2:30][N:31]([CH2:34][CH2:35][O:36][CH3:37])[CH2:32][CH2:33]2.[CH:55]([OH:56])([CH3:57])[CH3:58].[Cl:1][c:2]1[n:3][cH:4][c:5]([Cl:21])[c:6]([NH:8][CH:9]2[CH:10]([N:15]([S:16](=[O:17])(=[O:18])[CH3:19])[CH3:20])[CH2:11][CH2:12][CH2:13][CH2:14]2)[n:7]1>>[c:2]1([NH:39][c:25]2[c:24]([O:23][CH3:22])[cH:38][c:28]3[c:27]([cH:26]2)[CH2:33][CH2:32][N:31]([CH2:34][CH2:35][O:36][CH3:37])[CH2:30][CH2:29]3)[n:3][cH:4][c:5]([Cl:21])[c:6]([NH:8][CH:9]2[CH:10]([N:15]([S:16](=[O:17])(=[O:18])[CH3:19])[CH3:20])[CH2:11][CH2:12][CH2:13][CH2:14]2)[n:7]1. Starting materials: C(C)(C)(C)OC(=O)N1C(C2C(C2C1=O)C(=O)[O-])C(=O)[O-] (3-tert -butoxycarbonyl-4-oxo-3-azabicyclo[3.1.0]hexane-2,6-dicarboxylate), C(C1=CC=CC=C1)(=O)NN (benzoic hydrazide). The reagents and catalysts are [C-]#N.[K+] (potassium cyanide). The solvent is C1CCOC1 (THF). Run at time 8 hour. Product: C(C1=CC=CC=C1)(=O)NNC(=O)C1C(C1C(N)C(=O)O)C(=O)O (2-[3′-(benzoylhydrazinocarbonyl)-2′-carboxycyclopropyl]glycine). Yield: 104.6%. Reaction SMILES: C(OC([N:8]1[C:13](=[O:14])[CH:12]2[CH:10]([CH:11]2[C:15]([O-:17])=[O:16])[CH:9]1[C:18]([O-:20])=[O:19])=O)(C)(C)C.[C:21]([NH:29][NH2:30])(=[O:28])[C:22]1[CH:27]=[CH:26][CH:25]=[CH:24][CH:23]=1>C1COCC1.[C-]#N.[K+]>[C:21]([NH:29][NH:30][C:13]([CH:12]1[CH:10]([CH:9]([C:18]([OH:20])=[O:19])[NH2:8])[CH:11]1[C:15]([OH:17])=[O:16])=[O:14])(=[O:28])[C:22]1[CH:27]=[CH:26][CH:25]=[CH:24][CH:23]=1 |f:3.4|. Procedure: To a solution of ethyl (1SR, 2 SR, 5RS, 6RS) 3-tert -butoxycarbonyl-4-oxo-3-azabicyclo[3.1.0]hexane-2,6-dicarboxylate (88 mg, 0.25 mmol) in dry THF (2 mL) under argon was added benzoic hydrazide (209 mg, 1.54 mmol) and potassium cyanide (0.83 mg, 0.01 mmol). After stirring overnight in an ultrasonic bath, the solvent was removed under reduced pressure. The residue was directly purified by flash chromatography (hexane/ethyl acetate 1/1) to give 84 mg of the desired compound (72% yield). The reactants are C([C@@H](O)CC(=O)O)(=O)O (L-malic acid), C([O-])([O-])=O.[K+].[K+] (potassium carbonate). Run in O (water). Conditions: temperature 10 celsius, time 4 hour. The product is C([C@@H](O)CC(=O)O)(=O)[O-].[K+] (monopotassium L-malate). Yield: 135.9%. As a reaction SMILES: [C:1]([OH:9])(=[O:8])[C@H:2]([CH2:4][C:5]([OH:7])=[O:6])[OH:3].C(=O)([O-])[O-].[K+:14].[K+]>O>[C:1]([O-:9])(=[O:8])[C@H:2]([CH2:4][C:5]([OH:7])=[O:6])[OH:3].[K+:14] |f:1.2.3,5.6|. Procedure details: 26.8 g (0.2 mole) of L-malic acid and 13.8 g (0.1 mole) of potassium carbonate are dissolved in 200 ml of water. The solution (pH 4.1) is concentrated under reduced pressure to make the total weight thereof 60 g. The concentrated solution is cooled to 10° C., and the mixture (i.e., the mixture of the concentrated solution and crystals precipitated) is stirred at the same temperature for 4 hours. After stirring, the mixture had a pH of 5.1. The crystalline precipitates are collected by filtration... Starting materials: C, CCOC(C)=O, [H][H], CC(C)(C)OC(=O)C1CC(=O)OC1C(=O)OCc1ccccc1, [Pd]. Yields the product CC(C)(C)OC(=O)C1CC(=O)OC1C(=O)O. Reaction SMILES: [C:32].[CH3:26][CH2:27][O:28][C:29](=[O:30])[CH3:31].[H:24][H:25].[O:1]=[C:2]1[CH2:3][CH:4]([C:17](=[O:18])[O:19][C:20]([CH3:21])([CH3:22])[CH3:23])[CH:5]([C:7](=[O:8])[O:9][CH2:10][c:11]2[cH:12][cH:13][cH:14][cH:15][cH:16]2)[O:6]1.[Pd:33]>>[O:1]=[C:2]1[CH2:3][CH:4]([C:17](=[O:18])[O:19][C:20]([CH3:21])([CH3:22])[CH3:23])[CH:5]([C:7](=[O:8])[OH:9])[O:6]1. The reactants are Cl (hydrochloric acid), ICC(COCCCCCCCCCCCCCCCCCC)(COCCCCCCCCCCCCCCCCCC)COCCCCCCCCCCCCCCCCCC (1-[3-iodo-2,2-bis(octadecyloxymethyl)propoxy]octadecane), C([O-])([O-])=O.[K+].[K+] (potassium carbonate), OC1=CC(=C(C=O)C=C1)OC (4-Hydroxy-2-methoxybenzaldehyde). Solvent: C(Cl)(Cl)Cl (chloroform), CN(C)C=O (DMF). Reaction conditions: temperature 130 celsius, time 3 day. The product is COC1=C(C=O)C=CC(=C1)OCC(COCCCCCCCCCCCCCCCCCC)(COCCCCCCCCCCCCCCCCCC)COCCCCCCCCCCCCCCCCCC (2-methoxy-4-[2′,2′,2′-tris(octadecyloxymethyl)ethoxy]benzaldehyde). The yield is 96.3%. As a reaction SMILES: [OH:1][C:2]1[CH:9]=[CH:8][C:5]([CH:6]=[O:7])=[C:4]([O:10][CH3:11])[CH:3]=1.I[CH2:13][C:14]([CH2:55][O:56][CH2:57][CH2:58][CH2:59][CH2:60][CH2:61][CH2:62][CH2:63][CH2:64][CH2:65][CH2:66][CH2:67][CH2:68][CH2:69][CH2:70][CH2:71][CH2:72][CH2:73][CH3:74])([CH2:35][O:36][CH2:37][CH2:38][CH2:39][CH2:40][CH2:41][CH2:42][CH2:43][CH2:44][CH2:45][CH2:46][CH2:47][CH2:48][CH2:49][CH2:50][CH2:51][CH2:52][CH2:53][CH3:54])[CH2:15][O:16][CH2:17][CH2:18][CH2:19][CH2:20][CH2:21][CH2:22][CH2:23][CH2:24][CH2:25][CH2:26][CH2:27][CH2:28][CH2:29][CH2:30][CH2:31][CH2:32][CH2:33][CH3:34].C(=O)([O-])[O-].[K+].[K+].Cl>CN(C=O)C.C(Cl)(Cl)Cl>[CH3:11][O:10][C:4]1[CH:3]=[C:2]([O:1][CH2:13][C:14]([CH2:15][O:16][CH2:17][CH2:18][CH2:19][CH2:20][CH2:21][CH2:22][CH2:23][CH2:24][CH2:25][CH2:26][CH2:27][CH2:28][CH2:29][CH2:30][CH2:31][CH2:32][CH2:33][CH3:34])([CH2:55][O:56][CH2:57][CH2:58][CH2:59][CH2:60][CH2:61][CH2:62][CH2:63][CH2:64][CH2:65][CH2:66][CH2:67][CH2:68][CH2:69][CH2:70][CH2:71][CH2:72][CH2:73][CH3:74])[CH2:35][O:36][CH2:37][CH2:38][CH2:39][CH2:40][CH2:41][CH2:42][CH2:43][CH2:44][CH2:45][CH2:46][CH2:47][CH2:48][CH2:49][CH2:50][CH2:51][CH2:52][CH2:53][CH3:54])[CH:9]=[CH:8][C:5]=1[CH:6]=[O:7] |f:2.3.4|. Reported procedure: 4-Hydroxy-2-methoxybenzaldehyde (136 mg, 894 μmol) was dissolved in DMF (10 ml), 1-[3-iodo-2,2-bis(octadecyloxymethyl)propoxy]octadecane (600 mg, 598 μmol) and potassium carbonate (165 mg, 1.19 mmol) were added, and the mixture was stirred at 130° C. for 3 days. The reaction mixture was cooled to room temperature, 1N hydrochloric acid (10 ml) and chloroform (10 ml) were added, and the mixture was stirred. The aqueous layer was removed, and the organic layer was further washed twice with purified... The reactants are C(CCC)C=1NC(=CN1)C=O (2-butylimidazol-5-aldehyde), C(C(C)(C)C)(=O)OCCl (chloromethyl pivalate), C([O-])([O-])=O.[K+].[K+] (potassium carbonate), alcohol. Reagents/catalysts: [O-2].[O-2].[Mn+4] (manganese dioxide). The solvent is CN(C=O)C (dimethylformamide). Reaction conditions: time 4 day. The product is C(CCC)C=1N(C(=C(N1)C)C=O)OC(C(C)(C)C)=O (2-n-butyl-1-pivalyloxy-methylimidazole-5-aldehyde). Reaction SMILES: [CH2:1]([C:5]1[NH:6][C:7]([CH:10]=[O:11])=[CH:8][N:9]=1)[CH2:2][CH2:3][CH3:4].[C:12]([O:18]CCl)(=[O:17])[C:13]([CH3:16])([CH3:15])[CH3:14].[C:21](=O)([O-])[O-].[K+].[K+]>CN(C)C=O.[O-2].[O-2].[Mn+4]>[CH2:1]([C:5]1[N:6]([O:18][C:12](=[O:17])[C:13]([CH3:16])([CH3:15])[CH3:14])[C:7]([CH:10]=[O:11])=[C:8]([CH3:21])[N:9]=1)[CH2:2][CH2:3][CH3:4] |f:2.3.4,6.7.8|. Procedure details: A suspension of 2-butylimidazol-5-aldehyde (16.92 g, 0.111 mmol, prepared by manganese dioxide oxidation of the alcohol, prepared in Example 1), chloromethyl pivalate (21.77 g, 0.145 mmol), and potassium carbonate (20.07 g, 0.145 mmol) in 200 ml of dimethylformamide was stirred at ambient temperature under argon for four days The solids were removed by filtration and washed with ether. The combined filtrates were partitioned between ether and water. The ether phase was washed successively with w... The reactants are P(=O)([O-])([O-])[O-].[K+].[K+].[K+] (potassium phosphate), [Br-].[Na+] (sodium bromide), P(=O)([O-])([O-])[O-].[K+].[K+].[K+] (potassium phosphate), [Br-].[Na+] (sodium bromide), solution, Cl[O-].[Na+] (sodium hypochlorite), CC1=CCCC(C1CCC(=O)C)(C)C (dihydro-α-ionone). Run in O (water), O (water), O (water), C(Cl)Cl (methylene chloride). Run at time 15 minute. Product: BrC1CCC(C(C1=C)CCC(C)=O)(C)C (4-(5-bromo-6-methylene-2,2-dimethylcyclohexyl)-2-butanone). The yield is 34.3%. RXN SMILES: [Br-:1].[Na+].Cl[O-].[Na+].[CH3:6][C:7]1[CH:12]([CH2:13][CH2:14][C:15]([CH3:17])=[O:16])[C:11]([CH3:19])([CH3:18])[CH2:10][CH2:9][CH:8]=1.P([O-])([O-])([O-])=O.[K+].[K+].[K+]>O.C(Cl)Cl>[Br:1][CH:8]1[C:7](=[CH2:6])[CH:12]([CH2:13][CH2:14][C:15](=[O:16])[CH3:17])[C:11]([CH3:19])([CH3:18])[CH2:10][CH2:9]1 |f:0.1,2.3,5.6.7.8|. Procedure details: A solution of sodium bromide (6.17 g) in water (10 ml) and commercial bleach (31.2 ml of a solution of sodium hypochlorite) were stirred together for 5 minutes and a solution of dihydro-α-ionone (3.88 g) in methylene chloride was added. Then a solution of potassium phosphate (monobasic) (5.44 g) in water (30 ml) was added during 30 minutes. After stirring for 50 minutes at 25° a solution of sodium bromide (2.05 g) and commercial bleach (10 ml) was added, followed by a solution of potassium phosp... Starting materials: [BH4-], CCO, CSc1nccc2c1cc1n2CCC1=O, [Na+]. Yields the product CSc1nccc2c1cc1n2CCC1O. As a reaction SMILES: [BH4-:16].[CH3:18][CH2:19][OH:20].[CH3:1][S:2][c:3]1[n:4][cH:5][cH:6][c:7]2[c:8]1[cH:9][c:10]1[n:14]2[CH2:13][CH2:12][C:11]1=[O:15].[Na+:17]>>[CH3:1][S:2][c:3]1[n:4][cH:5][cH:6][c:7]2[c:8]1[cH:9][c:10]1[n:14]2[CH2:13][CH2:12][CH:11]1[OH:15].